From a dataset of the Open Reaction Database (ORD), a public repository of structured organic reaction records. describe an organic reaction: reactants, conditions, products, and yield Starting materials: CCOC(C)=O, CC1CC(c2ccncc2[N+](=O)[O-])=CC(O)C1, C1COCCO1. Yields the product CC1C=CC=C(c2ccncc2[N+](=O)[O-])C1. RXN SMILES: [CH3:18][CH2:19][O:20][C:21]([CH3:22])=[O:23].[CH3:1][CH:2]1[CH2:3][C:4]([c:9]2[c:10]([N+:15](=[O:16])[O-:17])[cH:11][n:12][cH:13][cH:14]2)=[CH:5][CH:6]([OH:8])[CH2:7]1.[O:24]1[CH2:25][CH2:26][O:27][CH2:28][CH2:29]1>>[CH3:1][CH:2]1[CH2:3][C:4]([c:9]2[c:10]([N+:15](=[O:16])[O-:17])[cH:11][n:12][cH:13][cH:14]2)=[CH:5][CH:6]=[CH:7]1. Starting materials: CC(N=C=NC(C)C)C (DIC), C(C=C)OC(=O)NC(C(=O)O)CC1=CC=C(C=C1)Cl (2-allyloxycarbonylamino-3-(4-chlorophenyl)propionic acid), C(C)OC(CNC(C)C)OCC ((2,2-diethoxyethyl)isopropylamine), C1=CC2=C(N=C1)N(N=N2)O (HOAt). The solvent is CN(C)C=O (DMF). Run at time 12 hour. The product is ClC1=CC=C(C=C1)CC(C(N(C(C)C)CC(OCC)OCC)=O)NC(OCC=C)=O (Allyl {2-(4-chlorophenyl)-1-[(2,2-diethoxyethyl)isopropylcarbamoyl]ethyl}-carbamate). Reaction SMILES: CC(C)N=C=NC(C)C.[CH2:10]([O:13][C:14]([NH:16][CH:17]([CH2:21][C:22]1[CH:27]=[CH:26][C:25]([Cl:28])=[CH:24][CH:23]=1)[C:18]([OH:20])=O)=[O:15])[CH:11]=[CH2:12].[CH2:29]([O:31][CH:32]([O:38][CH2:39][CH3:40])[CH2:33][NH:34][CH:35]([CH3:37])[CH3:36])[CH3:30].C1C=NC2N(O)N=NC=2C=1>CN(C=O)C>[Cl:28][C:25]1[CH:26]=[CH:27][C:22]([CH2:21][CH:17]([NH:16][C:14](=[O:15])[O:13][CH2:10][CH:11]=[CH2:12])[C:18](=[O:20])[N:34]([CH2:33][CH:32]([O:31][CH2:29][CH3:30])[O:38][CH2:39][CH3:40])[CH:35]([CH3:36])[CH3:37])=[CH:23][CH:24]=1. Procedure details: 7.8 ml of DIC are added dropwise to a solution of 5.7 g of 2-allyloxycarbonylamino-3-(4-chlorophenyl)propionic acid, 3.5 g of (2,2-diethoxyethyl)isopropylamine, 6.8 g of HOAt in 30 ml of DMF and the solution is stirred for 12 h. The reaction solution is concentrated under reduced pressure and purified by flash chromatography on silica gel (eluent ethyl acetate/n-heptane=1/3). The desired product is obtained with MW=440.97 (calculated monoisotopic); measured value (M+H)+: 441.15 Starting materials: ClC1=CC=C(C=C1)C(C=1C(=NN(C1C)CC1=CC=C(C=C1)OC)C(=O)OCC)O (ethyl 4-((4-chlorophenyl)(hydroxy)methyl)-1-(4-methoxybenzyl)-5-methyl-1H-pyrazole-3-carboxylate), NC=1C=C(C(N(C1)C)=O)C (5-amino-1,3-dimethylpyridin-2(1H)-one). Run in C(Cl)Cl.CO (CH2Cl2 MeOH). Yields the product ClC1=CC=C(C=C1)C(C=1C(=NN(C1C)CC1=CC=C(C=C1)OC)C(=O)OCC)NC1=CN(C(C(=C1)C)=O)C (ethyl 4-((4-chlorophenyl)(1,5-dimethyl-6-oxo-1,6-dihydropyridin-3-ylamino)methyl)-1-(4-methoxybenzyl)-5-methyl-1H-pyrazole-3-carboxylate). Reaction SMILES: [Cl:1][C:2]1[CH:7]=[CH:6][C:5]([CH:8](O)[C:9]2[C:10]([C:24]([O:26][CH2:27][CH3:28])=[O:25])=[N:11][N:12]([CH2:15][C:16]3[CH:21]=[CH:20][C:19]([O:22][CH3:23])=[CH:18][CH:17]=3)[C:13]=2[CH3:14])=[CH:4][CH:3]=1.[NH2:30][C:31]1[CH:32]=[C:33]([CH3:39])[C:34](=[O:38])[N:35]([CH3:37])[CH:36]=1>C(Cl)Cl.CO>[Cl:1][C:2]1[CH:7]=[CH:6][C:5]([CH:8]([NH:30][C:31]2[CH:32]=[C:33]([CH3:39])[C:34](=[O:38])[N:35]([CH3:37])[CH:36]=2)[C:9]2[C:10]([C:24]([O:26][CH2:27][CH3:28])=[O:25])=[N:11][N:12]([CH2:15][C:16]3[CH:21]=[CH:20][C:19]([O:22][CH3:23])=[CH:18][CH:17]=3)[C:13]=2[CH3:14])=[CH:4][CH:3]=1 |f:2.3|. Procedure: The title compound was prepared in analogy to the procedure described in Step 10.3 using ethyl 4-((4-chlorophenyl)(hydroxy)methyl)-1-(4-methoxybenzyl)-5-methyl-1H-pyrazole-3-carboxylate (Step 1.3) and 5-amino-1,3-dimethylpyridin-2(1H)-one (Step 20.2). tR: 4.94 min (HPLC 1); tR: 1.13 min (LC-MS 2); ESI-MS: 535 [M+H]+ (LC-MS 2); Rf=0.45 (CH2Cl2/MeOH 9:1). Starting materials: B (Borane), C(C)(=O)NC1=CC=C(C=C1)CCC=O (3-(4-acetamidophenyl)propanal), amine hydrochloride, N1=CC=CC=C1 (pyridine), CO (methanol), Cl (hydrochloric acid), CO (Methanol). Reaction conditions: temperature 70 celsius. Product: CONCCCC1=CC=C(C=C1)NC(C)=O (N-[4-(3-methoxyamino-propyl)-phenyl]-acetamide). RXN SMILES: [C:1]([NH:4][C:5]1[CH:10]=[CH:9][C:8]([CH2:11][CH2:12][CH:13]=O)=[CH:7][CH:6]=1)(=[O:3])[CH3:2].[N:15]1C=CC=CC=1.B.Cl.[CH3:23][OH:24]>>[CH3:23][O:24][NH:15][CH2:13][CH2:12][CH2:11][C:8]1[CH:9]=[CH:10][C:5]([NH:4][C:1](=[O:3])[CH3:2])=[CH:6][CH:7]=1. Procedure details: A mixture of 3-(4-acetamidophenyl)propanal (96 mg, 0.50 mmol), methoxy]amine hydrochloride (92 mg, 1.1 mmol), and pyridine (110 μL) in methanol (0.7 mL) is heated in a 70° C. oil bath for 18 hours and then allowed to cool to room temperature. Methanol (1 mL) is added and the mixture is cooled to 0° C. in an ice-water bath. Borane.pyridine complex (0.11 mL, 1.1 mmol) is added, followed by the dropwise addition of 10% aqueous hydrochloric acid. The mixture is allowed to warm to room temperature an...